From a dataset of the Open Reaction Database (ORD), a public repository of structured organic reaction records. describe an organic reaction: reactants, conditions, products, and yield Starting materials: CC(C)(C)OC(=O)NCc1cccc([N+](=O)[O-])c1, CN(C)C=O, O, O, Cl[Sn]Cl. The product is CC(C)(C)OC(=O)NCc1cccc(N)c1. As a reaction SMILES: [C:1]([CH3:2])([CH3:3])([CH3:4])[O:5][C:6](=[O:7])[NH:8][CH2:9][c:10]1[cH:11][c:12]([N+:16]([O-:17])=[O:18])[cH:13][cH:14][cH:15]1.[CH3:24][N:25]([CH3:26])[CH:27]=[O:28].[OH2:19].[OH2:20].[Sn:21]([Cl:22])[Cl:23]>>[C:1]([CH3:2])([CH3:3])([CH3:4])[O:5][C:6](=[O:7])[NH:8][CH2:9][c:10]1[cH:11][c:12]([NH2:16])[cH:13][cH:14][cH:15]1. Starting materials: C1CCC[C@@H]2CCCC[C@H]12 (cis-decalin), C(=O)(C)C(=O)C (biacetyl), ON1C(C=2C(C1=O)=CC=CC2)=O (N-hydroxyphthalimide). Reagents/catalysts: C(C)(=O)[O-].[Co+2].C(C)(=O)[O-] (cobalt (II) acetate). The solvent is C(C)(=O)O (acetic acid). Run at temperature 75 celsius, time 8 hour. Product: C(C)(=O)[C@@]12CCCC[C@H]2CCCC1 (4a-acetyl-cis-decalin), O[C@@]12CCCC[C@H]2CCCC1 (4a-hydroxy-cis-decalin), 4a,8a-dihydroxy-is-decalin, C1(CCCCC(CCCC1)=O)=O (1,6-cyclodecanedione). The yield is 10.0%. Reaction SMILES: [CH2:1]1[C@@H:10]2[C@@H:5]([CH2:6][CH2:7][CH2:8][CH2:9]2)[CH2:4][CH2:3][CH2:2]1.[C:11]([C:14]([CH3:16])=[O:15])([CH3:13])=[O:12].ON1[C:22](=O)[C:21]2=[CH:24][CH:25]=[CH:26][CH:27]=[C:20]2[C:19]1=[O:28]>C([O-])(=O)C.[Co+2].C([O-])(=O)C.C(O)(=O)C>[C:11]([C@@:5]12[CH2:6][CH2:7][CH2:8][CH2:9][C@@H:10]1[CH2:1][CH2:2][CH2:3][CH2:4]2)(=[O:12])[CH3:13].[OH:15][C@@:14]12[CH2:16][CH2:25][CH2:26][CH2:27][C@@H:20]1[CH2:21][CH2:22][CH2:13][CH2:11]2.[C:19]1(=[O:28])[CH2:20][CH2:27][CH2:26][CH2:25][C:24](=[O:12])[CH2:21][CH2:22][CH2:5][CH2:10]1 |f:3.4.5|. Procedure: A mixture of 3 mmol of cis-decalin, 18 mmol of biacetyl, 0.3 mmol of N-hydroxyphthalimide, 0.015 mmol of cobalt (II) acetate, and 3 ml of acetic acid was stirred at 75° C. under an oxygen atmosphere (1 atm) for 8 hours. Products in the reaction mixture were found, by gas chromatographic analysis, to be 4a-acetyl-cis-decalin (yield 24%), 4a-hydroxy-cis-decalin (yield 4%), 4a,8a-dihydroxy-is-decalin (yield 22%), and 1,6-cyclodecanedione (yield 10%), at a conversion rate from cis-decalin of 67%. Reactants: CS(=O)(=O)Cl (methanesulfonyl chloride), N[C@H]1CN(CC1)C1=CC=C(C(=O)NC=2C=C(C=CC2NC(OC(C)(C)C)=O)C2=CC=C(C=C2)F)C=C1 ((R)-tert-Butyl 3-(4-(3-aminopyrrolidin-1-yl)benzamido)-4′-fluorobiphenyl-4-ylcarbamate), C(=O)(O)[O-].[Na+] (NaHCO3). The solvent is C(Cl)Cl (DCM), C(Cl)Cl (DCM). Conditions: time 1.5 hour. The product is FC1=CC=C(C=C1)C1=CC(=C(C=C1)NC(OC(C)(C)C)=O)NC(C1=CC=C(C=C1)N1C[C@@H](CC1)NS(=O)(=O)C)=O ((R)-tert-butyl 4′-fluoro-3-(4-(3-(methylsulfonamido)pyrrolidin-1-yl)benzamido)-biphenyl-4-ylcarbamate). Isolated yield 88.3%. Reaction SMILES: [NH2:1][C@@H:2]1[CH2:6][CH2:5][N:4]([C:7]2[CH:36]=[CH:35][C:10]([C:11]([NH:13][C:14]3[CH:15]=[C:16]([C:28]4[CH:33]=[CH:32][C:31]([F:34])=[CH:30][CH:29]=4)[CH:17]=[CH:18][C:19]=3[NH:20][C:21](=[O:27])[O:22][C:23]([CH3:26])([CH3:25])[CH3:24])=[O:12])=[CH:9][CH:8]=2)[CH2:3]1.[CH3:37][S:38](Cl)(=[O:40])=[O:39].C([O-])(O)=O.[Na+]>C(Cl)Cl>[F:34][C:31]1[CH:30]=[CH:29][C:28]([C:16]2[CH:17]=[CH:18][C:19]([NH:20][C:21](=[O:27])[O:22][C:23]([CH3:26])([CH3:25])[CH3:24])=[C:14]([NH:13][C:11](=[O:12])[C:10]3[CH:9]=[CH:8][C:7]([N:4]4[CH2:5][CH2:6][C@@H:2]([NH:1][S:38]([CH3:37])(=[O:40])=[O:39])[CH2:3]4)=[CH:36][CH:35]=3)[CH:15]=2)=[CH:33][CH:32]=1 |f:2.3|. Reported procedure: A solution of compound 404 (420 mg, 0.856 mmol) in DCM (2 mL) was cooled down to 0° C. and treated with neat methanesulfonyl chloride (148 mg, 1.29 mmol). The mixture was allowed to warm up to room temperature for 18 h. Cooled down to 0° C., treated with sat. NaHCO3 (1 mL), stirred for 1.5 h, diluted with DCM, washed with sat NaHCO3, dried over MgSO4 and concentrated under vacuum to afford the title compound 405 as a brown solid (430 mg, 88%) which was used without further purification Reactants: C(C)(C)(C)OC(N[C@H](C(=O)N(C)OC)C)=O ((S)-t-butyl(1-(methoxy(methyl)amino)-1-oxopropan-2-yl)carbamate), COC1=CC=C(C=C1)Br (4-methoxybromobenzene), BrC1=CC(=CC(=C1)F)F (1-bromo-3,5-difluorobenzene), C(C)(C)(C)OC(N[C@@H](C(=O)N(C)OC)C)=O ((R)-t-butyl(1-(methoxy(methyl)amino)-1-oxopropan-2-yl)carbamate). Yields the product C(C)(C)(C)OC(N[C@H](C(=O)C1=CC(=CC(=C1)F)F)C)=O ((S)-t-butyl(1-(3,5-difluorophenyl)-1-oxopropan-2-yl)carbamate). As a reaction SMILES: [C:1]([O:5][C:6](=[O:16])[NH:7][C@@H:8]([CH3:15])[C:9](N(OC)C)=[O:10])([CH3:4])([CH3:3])[CH3:2].Br[C:18]1[CH:23]=[C:22]([F:24])[CH:21]=[C:20]([F:25])[CH:19]=1.C(OC(=O)N[C@H](C)C(N(OC)C)=O)(C)(C)C.COC1C=CC(Br)=CC=1>>[C:1]([O:5][C:6](=[O:16])[NH:7][C@@H:8]([CH3:15])[C:9]([C:18]1[CH:23]=[C:22]([F:24])[CH:21]=[C:20]([F:25])[CH:19]=1)=[O:10])([CH3:2])([CH3:3])[CH3:4]. Procedure: With the exception that (S)-t-butyl(1-(methoxy(methyl)amino)-1-oxopropan-2-yl)carbamate and 1-bromo-3,5-difluorobenzene were used instead of (R)-t-butyl(1-(methoxy(methyl)amino)-1-oxopropan-2-yl)carbamate and 4-methoxybromobenzene, respectively, the same procedure as in Preparation Example 5-5 was repeated to afford the title compound. 1.3 g (46%). The reactants are [BH4-], COC(=O)c1cccc(CC2COc3ccc(O)cc3C2=O)c1, C1CCOC1, CO, [Cl-], [NH4+], [Na+]. Product: COC(=O)c1cccc(CC2COc3ccc(O)cc3C2O)c1. As a reaction SMILES: [BH4-:24].[C:1](=[O:2])([O:3][CH3:4])[c:5]1[cH:6][c:7]([CH2:11][CH:12]2[CH2:13][O:14][c:15]3[cH:16][cH:17][c:18]([OH:23])[cH:19][c:20]3[C:21]2=[O:22])[cH:8][cH:9][cH:10]1.[CH2:30]1[O:31][CH2:32][CH2:33][CH2:34]1.[CH3:28][OH:29].[Cl-:26].[NH4+:27].[Na+:25]>>[C:1](=[O:2])([O:3][CH3:4])[c:5]1[cH:6][c:7]([CH2:11][CH:12]2[CH2:13][O:14][c:15]3[cH:16][cH:17][c:18]([OH:23])[cH:19][c:20]3[CH:21]2[OH:22])[cH:8][cH:9][cH:10]1.